Dataset: the Open Reaction Database (ORD), a public repository of structured organic reaction records. Task: describe an organic reaction: reactants, conditions, products, and yield Starting materials: CCCc1c(Cl)ncnc1CBr, CCO, CCCc1c(Cl)ncnc1Cn1ccnc1-c1ncccc1F, Fc1cccnc1-c1ncc[nH]1, NN, O. The product is CCCc1c(Cn2ccnc2-c2ncccc2F)ncnc1NN. As a reaction SMILES: [CH2:24]([c:25]1[c:26]([Cl:27])[n:28][cH:29][n:30][c:31]1[CH2:32][Br:33])[CH2:34][CH3:35].[CH3:51][CH2:52][OH:53].[Cl:1][c:2]1[n:3][cH:4][n:5][c:6]([CH2:11][n:12]2[c:13](-[c:17]3[n:18][cH:19][cH:20][cH:21][c:22]3[F:23])[n:14][cH:15][cH:16]2)[c:7]1[CH2:8][CH2:9][CH3:10].[F:36][c:37]1[c:38](-[c:39]2[nH:40][cH:41][cH:42][n:43]2)[n:44][cH:45][cH:46][cH:47]1.[NH2:49][NH2:50].[OH2:48]>>[c:2]1([NH:49][NH2:50])[n:3][cH:4][n:5][c:6]([CH2:11][n:12]2[c:13](-[c:17]3[n:18][cH:19][cH:20][cH:21][c:22]3[F:23])[n:14][cH:15][cH:16]2)[c:7]1[CH2:8][CH2:9][CH3:10]. Reactants: CC1(OCCO1)C1=CC=C(S1)CN1N=CC(=N1)N (2-[5-(2-methyl-[1,3]dioxolan-2-yl)-thiophen-2-ylmethyl]-2H-[1,2,3]triazol-4-ylamine), ClC=1C=C(C=CC1)C1=C(N=CO1)C(=O)O (5-(3-chloro-phenyl)-oxazole-4-carboxylic acid). Product: C(C)(=O)C1=CC=C(S1)CN1N=CC(=N1)NC(=O)C=1N=COC1C1=CC(=CC=C1)Cl (5-(3-Chloro-phenyl)-oxazole-4-carboxylic acid [2-(5-acetyl-thiophen-2-ylmethyl)-2H-[1,2,3]triazol-4-yl]-amide). Reaction SMILES: [CH3:1][C:2]1([C:7]2[S:11][C:10]([CH2:12][N:13]3[N:17]=[C:16]([NH2:18])[CH:15]=[N:14]3)=[CH:9][CH:8]=2)[O:6]CCO1.[Cl:19][C:20]1[CH:21]=[C:22]([C:26]2[O:30][CH:29]=[N:28][C:27]=2[C:31](O)=[O:32])[CH:23]=[CH:24][CH:25]=1>>[C:2]([C:7]1[S:11][C:10]([CH2:12][N:13]2[N:17]=[C:16]([NH:18][C:31]([C:27]3[N:28]=[CH:29][O:30][C:26]=3[C:22]3[CH:23]=[CH:24][CH:25]=[C:20]([Cl:19])[CH:21]=3)=[O:32])[CH:15]=[N:14]2)=[CH:9][CH:8]=1)(=[O:6])[CH3:1]. Procedure: Following general procedure A followed by B, starting from 2-[5-(2-methyl-[1,3]dioxolan-2-yl)-thiophen-2-ylmethyl]-2H-[1,2,3]triazol-4-ylamine and 5-(3-chloro-phenyl)-oxazole-4-carboxylic acid. The reactants are CCOC(=O)COc1ccc(NC(=O)c2csc(NC(=O)NCc3ccccc3)n2)cc1OC, CC#N. The product is COc1cc(NC(=O)c2csc(NC(=O)NCc3ccccc3)n2)ccc1OCC(=O)O. Reaction SMILES: [CH2:1]([c:2]1[cH:3][cH:4][cH:5][cH:6][cH:7]1)[NH:8][C:9]([NH:10][c:11]1[s:12][cH:13][c:14]([C:16](=[O:17])[NH:18][c:19]2[cH:20][c:21]([O:32][CH3:33])[c:22]([O:23][CH2:24][C:25](=[O:26])[O:27][CH2:28][CH3:29])[cH:30][cH:31]2)[n:15]1)=[O:34].[CH3:35][C:36]#[N:37]>>[CH2:1]([c:2]1[cH:3][cH:4][cH:5][cH:6][cH:7]1)[NH:8][C:9]([NH:10][c:11]1[s:12][cH:13][c:14]([C:16](=[O:17])[NH:18][c:19]2[cH:20][c:21]([O:32][CH3:33])[c:22]([O:23][CH2:24][C:25](=[O:26])[OH:27])[cH:30][cH:31]2)[n:15]1)=[O:34]. Starting materials: ClC1=C(C=CC(=C1)OC)B(O)O ((2-chloro-4-methoxyphenyl)boronic acid), BrC1=CN(C2=CC(=CC=C12)S(=O)(=O)N(C1=NC=NS1)CC1=C(C=C(C=C1)OC)OC)C (3-bromo-N-(2,4-dimethoxybenzyl)-1-methyl-N-(1,2,4-thiadiazol-5-yl)-1H-indole-6-sulfonamide). The product is ClC1=C(C=CC(=C1)OC)C1=CN(C2=CC(=CC=C12)S(=O)(=O)NC1=NC=NS1)C (3-(2-chloro-4-methoxyphenyl)-1-methyl-N-(1,2,4-thiadiazol-5-yl)-1H-indole-6-sulfonamide). Reaction SMILES: [Cl:1][C:2]1[CH:7]=[C:6]([O:8][CH3:9])[CH:5]=[CH:4][C:3]=1B(O)O.Br[C:14]1[C:22]2[C:17](=[CH:18][C:19]([S:23]([N:26](CC3C=CC(OC)=CC=3OC)[C:27]3[S:31][N:30]=[CH:29][N:28]=3)(=[O:25])=[O:24])=[CH:20][CH:21]=2)[N:16]([CH3:43])[CH:15]=1>>[Cl:1][C:2]1[CH:7]=[C:6]([O:8][CH3:9])[CH:5]=[CH:4][C:3]=1[C:14]1[C:22]2[C:17](=[CH:18][C:19]([S:23]([NH:26][C:27]3[S:31][N:30]=[CH:29][N:28]=3)(=[O:24])=[O:25])=[CH:20][CH:21]=2)[N:16]([CH3:43])[CH:15]=1. Procedure details: The title compound was prepared in an analogous manner to that described in Example 28 using (2-chloro-4-methoxyphenyl)boronic acid and 3-bromo-N-(2,4-dimethoxybenzyl)-1-methyl-N-(1,2,4-thiadiazol-5-yl)-1H-indole-6-sulfonamide, and the desired product, 3-(2-chloro-4-methoxyphenyl)-1-methyl-N-(1,2,4-thiadiazol-5-yl)-1H-indole-6-sulfonamide, was isolated as an off-white solid. 1H NMR (500 MHz, DMSO-d6) δ ppm 3.82 (s, 3 H) 3.92 (s, 3 H) 6.96-7.04 (m, 1 H) 7.17 (d, J=2.63 Hz, 1 H) 7.42 (d, J=8.59 Hz... Reactants: COC(=O)C1=CC2=C(C(CCCS2)N)C=C1 (5-amino-2,3,4,5-tetrahydro-1-benzothiepine-8-carboxylic acid methyl ester), C(C1=CC=CC=C1)OC(=O)Cl (benzyloxycarbonyl chloride). Yields the product COC(=O)C1=CC2=C(C(CCCS2)NC(=O)OCC2=CC=CC=C2)C=C1 (5-(benzyloxycarbonylamino)-2,3,4,5-tetrahydro-1-benzothiepine-8-carboxylic acid methyl ester). The yield is 90.2%. As a reaction SMILES: [CH3:1][O:2][C:3]([C:5]1[CH:16]=[CH:15][C:8]2[CH:9]([NH2:14])[CH2:10][CH2:11][CH2:12][S:13][C:7]=2[CH:6]=1)=[O:4].[CH2:17]([O:24][C:25](Cl)=[O:26])[C:18]1[CH:23]=[CH:22][CH:21]=[CH:20][CH:19]=1>>[CH3:1][O:2][C:3]([C:5]1[CH:16]=[CH:15][C:8]2[CH:9]([NH:14][C:25]([O:24][CH2:17][C:18]3[CH:23]=[CH:22][CH:21]=[CH:20][CH:19]=3)=[O:26])[CH2:10][CH2:11][CH2:12][S:13][C:7]=2[CH:6]=1)=[O:4]. Procedure: By a similar reaction operation as in Starting Material Synthetic Example 4 using 5-amino-2,3,4,5-tetrahydro-1-benzothiepine-8-carboxylic acid methyl ester (2.50 g) and benzyloxycarbonyl chloride (2.69 g), the objective 5-(benzyloxycarbonylamino)-2,3,4,5-tetrahydro-1-benzothiepine-8-carboxylic acid methyl ester (3.53 g) was obtained as colorless crystals.